This data is from the Open Reaction Database (ORD), a public repository of structured organic reaction records. The task is: describe an organic reaction: reactants, conditions, products, and yield The reactants are C(C)OC(=O)COC1(C(C(=O)OC)C=CC=C1[N+](=O)[O-])O (methyl 2-ethoxycarbonylmethoxy-3-nitrosalicylate), aqueous solution, [Cl-].[Li+] (lithium chloride), Cl (hydrochloric acid), [H-].[Na+] (sodium hydride), oil. Run in CN(C=O)C (N,N-dimethylformamide). Conditions: time 16 hour. Product: [N+](=O)([O-])C1=CC=CC=2C(C(OC21)C(=O)OCC)=O (ethyl 2,3-dihydro-7-nitrobenzofuran-3-on-2-ylcarboxylate). RXN SMILES: [H-].[Na+].[CH2:3]([O:5][C:6]([CH2:8][O:9][C:10]1(O)[C:19]([N+:20]([O-:22])=[O:21])=[CH:18][CH:17]=[CH:16][CH:11]1[C:12](OC)=[O:13])=[O:7])[CH3:4].Cl.[Cl-].[Li+]>CN(C)C=O>[N+:20]([C:19]1[C:10]2[O:9][CH:8]([C:6]([O:5][CH2:3][CH3:4])=[O:7])[C:12](=[O:13])[C:11]=2[CH:16]=[CH:17][CH:18]=1)([O-:22])=[O:21] |f:0.1,4.5|. Procedure: A 60% dispersion of sodium hydride in mineral oil (0.80 g, 0.020 mole) is placed in a flask, and the mineral oil is removed from it with two heptane washes. The sodium hydride is then suspended in 30 mL of N,N-dimethylformamide, and the suspension is cooled to 0°-10° C. To this suspension is added in a dropwise manner a solution of 4.53 g (0.016 mole) of methyl 2-ethoxycarbonylmethoxy-3-nitrosalicylate in 10 mL of N,N-dimethylformamide. Upon completion of addition, the reaction mixture is allowe... RXN SMILES: [NH2:1][C:2]1[C:3](=[O:14])[N:4]([CH2:12][CH3:13])[C:5](=[O:11])[N:6]([CH2:9][CH3:10])[C:7]=1[NH2:8].[CH3:15][C:16]1[CH:26]=[CH:25][C:19]([CH:20]=[CH:21][C:22](O)=O)=[CH:18][CH:17]=1>>[CH2:12]([N:4]1[C:3](=[O:14])[C:2]2[NH:1][C:22](/[CH:21]=[CH:20]/[C:19]3[CH:25]=[CH:26][C:16]([CH3:15])=[CH:17][CH:18]=3)=[N:8][C:7]=2[N:6]([CH2:9][CH3:10])[C:5]1=[O:11])[CH3:13]. Yields the product C(C)N1C(=O)N(C=2N=C(NC2C1=O)\C=C\C1=CC=C(C=C1)C)CC ((E)-1,3-Diethyl-8-(4-methylstyryl)xanthine). The reactants are NC=1C(N(C(N(C1N)CC)=O)CC)=O (5,6-diamino-1,3-diethyluracil), CC1=CC=C(C=CC(=O)O)C=C1 (4-methylcinnamic acid). Reported procedure: Substantially the same procedure as in Example 7 was repeated using 3.00 g (15.1 mmol) of 5,6-diamino-1,3-diethyluracil and 2.70 g (16.7 mmol) of 4-methylcinnamic acid. Then, the resultant crude crystals were recrystallized from dioxane to give 2.64 g (yield 54%) of Compound 106 as pale yellow needles. Yield: 53.9%. The reactants are COC(=O)C(Cc1ccc(O)cc1)NC(=O)OC(C)(C)C, ClCCl, O=S(=O)(OS(=O)(=O)C(F)(F)F)C(F)(F)F, c1ccncc1. Product: COC(=O)C(Cc1ccc(OS(=O)(=O)C(F)(F)F)cc1)NC(=O)OC(C)(C)C. As a reaction SMILES: [CH3:16][O:17][C:18]([CH:19]([NH:20][C:21](=[O:22])[O:23][C:24]([CH3:25])([CH3:26])[CH3:27])[CH2:28][c:29]1[cH:30][cH:31][c:32]([OH:35])[cH:33][cH:34]1)=[O:36].[Cl:43][CH2:44][Cl:45].[F:1][C:2]([F:3])([F:4])[S:5](=[O:6])(=[O:7])[O:8][S:9]([C:10]([F:11])([F:12])[F:13])(=[O:14])=[O:15].[cH:37]1[cH:38][cH:39][n:40][cH:41][cH:42]1>>[F:1][C:2]([F:3])([F:4])[S:5](=[O:6])(=[O:7])[O:8][c:32]1[cH:31][cH:30][c:29]([CH2:28][CH:19]([C:18]([O:17][CH3:16])=[O:36])[NH:20][C:21](=[O:22])[O:23][C:24]([CH3:25])([CH3:26])[CH3:27])[cH:34][cH:33]1. The reactants are C(=O)[O-].[NH4+] (ammonium formate), C(C1=CC=CC=C1)OC1=CC=C(C=C1)C1=NC(=CC=C1C1=CC=C(C=C1)OC)C1=CC=CC=C1 (2-(4-benzyloxyphenyl)-3-(4-methoxyphenyl)-6-phenylpyridine), C(=O)[O-].[NH4+] (ammonium formate), CO.C(Cl)(Cl)Cl (MeOH CHCl3). The reagents and catalysts are [Pd] (Pd), [Pd] (Pd). Solvent: CCO (EtOH). Reaction conditions: temperature 60 celsius, time 1 hour. Product: OC1=CC=C(C=C1)C1=NC(=CC=C1C1=CC=C(C=C1)OC)C1=CC=CC=C1 (2-(4-Hydroxyphenyl)-3-(4-methoxyphenyl)-6-phenylpyridine). Yield: 89.5%. Reaction SMILES: C([O:8][C:9]1[CH:14]=[CH:13][C:12]([C:15]2[C:20]([C:21]3[CH:26]=[CH:25][C:24]([O:27][CH3:28])=[CH:23][CH:22]=3)=[CH:19][CH:18]=[C:17]([C:29]3[CH:34]=[CH:33][CH:32]=[CH:31][CH:30]=3)[N:16]=2)=[CH:11][CH:10]=1)C1C=CC=CC=1.C([O-])=O.[NH4+].CO.C(Cl)(Cl)Cl>CCO.[Pd]>[OH:8][C:9]1[CH:10]=[CH:11][C:12]([C:15]2[C:20]([C:21]3[CH:26]=[CH:25][C:24]([O:27][CH3:28])=[CH:23][CH:22]=3)=[CH:19][CH:18]=[C:17]([C:29]3[CH:30]=[CH:31][CH:32]=[CH:33][CH:34]=3)[N:16]=2)=[CH:13][CH:14]=1 |f:1.2,3.4|. Procedure: The 2-(4-benzyloxyphenyl)-3-(4-methoxyphenyl)-6-phenylpyridine (3.5 g, 7.9 mmol) and ammonium formate (2.5 g, 40 mmol) were stirred in 150 mL of EtOH, then 5% Pd/ C (1.4 g, 0.6 mmol Pd) was added and the reaction mixture was stirred at 60 ° C. for 1 h. The TLC (MeOH/ CHCl3, 1:9) indicated a small amount of the starting material remained, so more ammonium formate (0.3 g, 5 mmol) was added and reaction mixture stirred at 60° C. for 0.5 h, which consumed the remaining starting material. After cooli... Starting materials: O (water), [OH-].[Na+] (NaOH), O (water), O (water), K3Fe(CN)6, C (charcoal), CC1=C(C=CC(=C1)NC(=S)C)OC (2-methyl-4-thioacetamino-anisole), [OH-].[Na+] (NaOH), CC1=C(C=CC(=C1)NC(=S)C)OC (2-methyl-4-thioacetamino-anisole). Run in O1CCOCC1 (dioxane). Product: CC=1SC2=C(N1)C=C(C(=C2)OC)C (2,5-dimethyl-6-methoxy-benzothiazole). RXN SMILES: [CH3:1][C:2]1[CH:7]=[C:6]([NH:8][C:9]([CH3:11])=[S:10])[CH:5]=[CH:4][C:3]=1[O:12][CH3:13].O.[OH-].[Na+].C>O1CCOCC1>[CH3:11][C:9]1[S:10][C:5]2[CH:4]=[C:3]([O:12][CH3:13])[C:2]([CH3:1])=[CH:7][C:6]=2[N:8]=1 |f:2.3|. Procedure details: 120 g of 2-methyl-4-thioacetamino-anisole were dissolved in 80 ml of dioxane, 1 l. of water and 600 ml of 6N NaOH. After decantation of the liquid phase, the residue was redissolved with a mixture of 300 ml of water and 50 ml of 6N NaOH. The two solutions containing pure 2-methyl-4-thioacetamino-anisole were cleaned by addition of animal charcoal and stirring. A water solution of K3Fe(CN)6 was then added dropwise to the filtrate under stirring. After such addition, the solution, thus obtained, w...